The task is: describe an organic reaction: reactants, conditions, products, and yield. This data is from the Open Reaction Database (ORD), a public repository of structured organic reaction records. Reactants: C31H33ClN6O3, NCCCC[C@@H](C1=NC2=C(N1)C=CC(=C2)Cl)NC(C2=CC(=C(C=C2)C(=O)N2CCCC2)C)=O (N-[(1S)-5-amino-1-(5-chloro-1H-benzimidazol-2-yl)pentyl]-3-methyl-4-(pyrrolidin-1-ylcarbonyl)benzamide), C(C)(C)N(CC)C(C)C (diisopropylethylamine), C(C1=CN=CC=C1)(=O)O (nicotinic acid). Run in CS(=O)C (dimethylsulfoxide). Yields the product ClC1=CC2=C(NC(=N2)[C@H](CCCCNC(=O)C=2C=NC=CC2)NC(C2=CC(=C(C=C2)C(=O)N2CCCC2)C)=O)C=C1 (N-{(1S)-1-(5-chloro-1H-benzimidazol-2-yl)-5-[(pyridin-3-yl-)carbonylamino]pentyl}-3-methyl-4-(pyrrolidin-1-ylcarbonyl)benzamide). RXN SMILES: [NH2:1][CH2:2][CH2:3][CH2:4][CH2:5][C@H:6]([NH:17][C:18](=[O:33])[C:19]1[CH:24]=[CH:23][C:22]([C:25]([N:27]2[CH2:31][CH2:30][CH2:29][CH2:28]2)=[O:26])=[C:21]([CH3:32])[CH:20]=1)[C:7]1[NH:11][C:10]2[CH:12]=[CH:13][C:14]([Cl:16])=[CH:15][C:9]=2[N:8]=1.C(N(C(C)C)CC)(C)C.[C:43](O)(=[O:50])[C:44]1[CH:49]=[CH:48][CH:47]=[N:46][CH:45]=1>CS(C)=O>[Cl:16][C:14]1[CH:13]=[CH:12][C:10]2[NH:11][C:7]([C@@H:6]([NH:17][C:18](=[O:33])[C:19]3[CH:24]=[CH:23][C:22]([C:25]([N:27]4[CH2:28][CH2:29][CH2:30][CH2:31]4)=[O:26])=[C:21]([CH3:32])[CH:20]=3)[CH2:5][CH2:4][CH2:3][CH2:2][NH:1][C:43]([C:44]3[CH:45]=[N:46][CH:47]=[CH:48][CH:49]=3)=[O:50])=[N:8][C:9]=2[CH:15]=1. Procedure details: Prepared analogously to Example 1d from N-[(1S)-5-amino-1-(5-chloro-1H-benzimidazol-2-yl)pentyl]-3-methyl-4-(pyrrolidin-1-ylcarbonyl)benzamide, PFTU, diisopropylethylamine, and nicotinic acid in dimethylsulfoxide. HPLC-MS results: retention time: 2.01 minutes; C31H33ClN6O3 (573.10); mass spectrum: (M−H)−=572. Starting materials: O=C(Cl)C1CC1, Nc1cc(-c2cn(C3=NNC(=O)CC3)nc2-c2ccccc2F)ccn1. The product is O=C1CCC(n2cc(-c3ccnc(NC(=O)C4CC4)c3)c(-c3ccccc3F)n2)=NN1. RXN SMILES: [CH:27]1([C:30](=[O:31])[Cl:32])[CH2:28][CH2:29]1.[NH2:1][c:2]1[n:3][cH:4][cH:5][c:6](-[c:8]2[c:9](-[c:20]3[c:21]([F:26])[cH:22][cH:23][cH:24][cH:25]3)[n:10][n:11]([C:13]3=[N:14][NH:15][C:16](=[O:19])[CH2:17][CH2:18]3)[cH:12]2)[cH:7]1>>[NH:1]([c:2]1[n:3][cH:4][cH:5][c:6](-[c:8]2[c:9](-[c:20]3[c:21]([F:26])[cH:22][cH:23][cH:24][cH:25]3)[n:10][n:11]([C:13]3=[N:14][NH:15][C:16](=[O:19])[CH2:17][CH2:18]3)[cH:12]2)[cH:7]1)[C:30]([CH:27]1[CH2:28][CH2:29]1)=[O:31]. The reactants are BrC1=NC(=CC(=C1)S(=O)(=O)C1=CC=C(C=C1)N)Br (4-(2,6-dibromopyridine-4-sulphonyl)-phenylamine), N (NH3). Solvent: O1CCOCC1 (dioxane), CO (methanol). Reaction conditions: temperature 130 celsius, time 72 hour. The product is NC1=CC=C(C=C1)S(=O)(=O)C1=CC(=NC(=C1)Br)N (4-(4-aminobenzenesulphonyl)-6-bromopyridin-2-ylamine). Isolated yield 71.0%. As a reaction SMILES: [Br:1][C:2]1[CH:7]=[C:6]([S:8]([C:11]2[CH:16]=[CH:15][C:14]([NH2:17])=[CH:13][CH:12]=2)(=[O:10])=[O:9])[CH:5]=[C:4](Br)[N:3]=1.[NH3:19]>O1CCOCC1.CO>[NH2:17][C:14]1[CH:15]=[CH:16][C:11]([S:8]([C:6]2[CH:7]=[C:2]([Br:1])[N:3]=[C:4]([NH2:19])[CH:5]=2)(=[O:10])=[O:9])=[CH:12][CH:13]=1. Reported procedure: 0.196 g (0.0005 mol) of 4-(2,6-dibromopyridine-4-sulphonyl)-phenylamine was dissolved in 10 ml of dioxane, treated with 1.0 ml of sat. NH3 in methanol and stirred in an autoclave at 130° C. for 72 hrs. After removal of the solvent the residue was taken up in ethyl acetate, washed with sat. NH4Cl solution, water and sat. sodium chloride solution, dried over MgSO4 and the solvent was removed. The residue was chromatographed on silica gel with ethyl acetate/hexane 1:2 and 1:1. There was obtained 0.... Reactants: BrC1CCCCC1, Oc1cccnc1Br, CN(C)C=O, [H-], [Na+], O. Yields the product Brc1ncccc1OC1CCCCC1. RXN SMILES: [Br:11][CH:12]1[CH2:13][CH2:14][CH2:15][CH2:16][CH2:17]1.[Br:3][c:4]1[n:5][cH:6][cH:7][cH:8][c:9]1[OH:10].[CH3:19][N:20]([CH3:21])[CH:22]=[O:23].[H-:1].[Na+:2].[OH2:18]>>[Br:3][c:4]1[n:5][cH:6][cH:7][cH:8][c:9]1[O:10][CH:12]1[CH2:13][CH2:14][CH2:15][CH2:16][CH2:17]1. Reactants: CCOC(=O)N=C=S, COc1cc(OC)nc(N)n1, C1CCOC1. Product: CCOC(=O)NC(=S)Nc1nc(OC)cc(OC)n1. Reaction SMILES: [CH2:12]([CH3:13])[O:14][C:15](=[O:16])[N:17]=[C:18]=[S:19].[NH2:1][c:2]1[n:3][c:4]([O:10][CH3:11])[cH:5][c:6]([O:8][CH3:9])[n:7]1.[O:20]1[CH2:21][CH2:22][CH2:23][CH2:24]1>>[NH:1]([c:2]1[n:3][c:4]([O:10][CH3:11])[cH:5][c:6]([O:8][CH3:9])[n:7]1)[C:18]([NH:17][C:15]([O:14][CH2:12][CH3:13])=[O:16])=[S:19]. Starting materials: COC(=O)c1cc([N+](=O)[O-])c(Cl)cc1N, O=C(Cl)Cc1cccs1. The product is COC(=O)c1cc([N+](=O)[O-])c(Cl)cc1NC(=O)Cc1cccs1. RXN SMILES: [CH3:1][O:2][C:3]([c:4]1[c:5]([NH2:14])[cH:6][c:7]([Cl:13])[c:8]([N+:10](=[O:11])[O-:12])[cH:9]1)=[O:15].[s:16]1[c:17]([CH2:21][C:22](=[O:23])[Cl:24])[cH:18][cH:19][cH:20]1>>[CH3:1][O:2][C:3]([c:4]1[c:5]([NH:14][C:22]([CH2:21][c:17]2[s:16][cH:20][cH:19][cH:18]2)=[O:23])[cH:6][c:7]([Cl:13])[c:8]([N+:10](=[O:11])[O-:12])[cH:9]1)=[O:15]. The reactants are [OH-].[Na+] (sodium hydroxide), ClCCl (dichloromethane), C(C)(C)(C)C1=NC(=CC(=N1)N1CCN(CC1)C[C@@H](COC(C)=O)C)C1CCC1 ((S)-acetic acid 3-[4-(2-tert-butyl-6-cyclobutyl-pyrimidin-4-yl)-piperazin-1-yl]-2-methyl-propyl ester). Solvent: O (water), O (water), C(C)O (ethanol). Reaction conditions: temperature 65 celsius. Product: C(C)(C)(C)C1=NC(=CC(=N1)N1CCN(CC1)C[C@@H](CO)C)C1CCC1 ((S)-3-[4-(2-tert-Butyl-6-cyclobutyl-pyrimidin-4-yl)piperazin-1-yl]-2-methyl-propan-1-ol). Isolated yield 56.5%. As a reaction SMILES: [C:1]([C:5]1[N:10]=[C:9]([N:11]2[CH2:16][CH2:15][N:14]([CH2:17][C@H:18]([CH3:24])[CH2:19][O:20]C(=O)C)[CH2:13][CH2:12]2)[CH:8]=[C:7]([CH:25]2[CH2:28][CH2:27][CH2:26]2)[N:6]=1)([CH3:4])([CH3:3])[CH3:2].[OH-].[Na+].ClCCl>C(O)C.O>[C:1]([C:5]1[N:10]=[C:9]([N:11]2[CH2:12][CH2:13][N:14]([CH2:17][C@H:18]([CH3:24])[CH2:19][OH:20])[CH2:15][CH2:16]2)[CH:8]=[C:7]([CH:25]2[CH2:28][CH2:27][CH2:26]2)[N:6]=1)([CH3:2])([CH3:3])[CH3:4] |f:1.2|. Procedure: 5.64 g of crude (S)-acetic acid 3-[4-(2-tert-butyl-6-cyclobutyl-pyrimidin-4-yl)-piperazin-1-yl]-2-methyl-propyl ester (asserted 14.1 mmol) were stirred in 26.6 ml of ethanol. A solution of 2.83 g of sodium hydroxide in 6 ml of water was added and the reaction was heated at 60-70° C. for 5 h. After cooling to room temperature, 50 ml of water and 50 ml of dichloromethane were added. The dichloromethane layer was separated and the aqueous phase was extracted with a further portion dichloromethane. ... Starting materials: ClC=1C(=C(C=CC1)N)N (3-Chloro-1,2-phenylenediamine), C(C)(C)N=C=S (isopropyl isothiocyanate), CC1=CC=C(C=C1)S(=O)(=O)[O-].C[N+]1(CCOCC1)CCN=C=NC2CCCCC2 (1-cyclohexyl-3-(2-morpholinoethyl)carbodiimide metho-p-toluenesulfonate). Run in N1=CC=CC=C1 (pyridine). Yields the product ClC1=CC=CC=2NC(=NC21)NC(C)C (4-Chloro-2-(isopropylamino)-1H-benzimidazole). Yield: 57.8%. As a reaction SMILES: [Cl:1][C:2]1[C:3]([NH2:9])=[C:4]([NH2:8])[CH:5]=[CH:6][CH:7]=1.[CH:10]([N:13]=[C:14]=S)([CH3:12])[CH3:11].CC1C=CC(S([O-])(=O)=O)=CC=1.C[N+]1(CCN=C=NC2CCCCC2)CCOCC1>N1C=CC=CC=1>[Cl:1][C:2]1[C:3]2[N:9]=[C:14]([NH:13][CH:10]([CH3:12])[CH3:11])[NH:8][C:4]=2[CH:5]=[CH:6][CH:7]=1 |f:2.3|. Procedure details: 3-Chloro-1,2-phenylenediamine (6.41 g, 44.95 mmol), isopropyl isothiocyanate (5.20 g, 51.6 mmol), 1-cyclohexyl-3-(2-morpholinoethyl)carbodiimide metho-p-toluenesulfonate (25.0 g, 59.02 mmol) and pyridine (300 mL) were used according to general procedure I. The product was recrystallized from 1,4-dioxane afford 5.45 g (58%) of a brownish solid. MS (EI): m/z 210.1 (M+H). Anal. calcd for C10H12ClN3-(0.5 C4H8O2): C, 56.80; H, 6.36; N, 16.56. Found: C, 57.00; H, 6.34; N, 16.69. Reactants: C(C1=CC=CC=C1)OC1=CC=C(C=C1)O (4-benzyloxyphenol), C([O-])([O-])=O.[K+].[K+] (potassium carbonate), ClC1C(CCC1)=O (2-chlorocyclopentanone). The reagents and catalysts are [I-].[K+] (potassium iodide). Run in CC(CC)=O (2-butanone). Yields the product C(C1=CC=CC=C1)OC1=CC=C(OC2C(CCC2)=O)C=C1 ((±) 2-(4-Benzyloxyphenoxy)-cyclopentanone). Yield: 34.0%. RXN SMILES: [CH2:1]([O:8][C:9]1[CH:14]=[CH:13][C:12]([OH:15])=[CH:11][CH:10]=1)[C:2]1[CH:7]=[CH:6][CH:5]=[CH:4][CH:3]=1.C(=O)([O-])[O-].[K+].[K+].Cl[CH:23]1[CH2:27][CH2:26][CH2:25][C:24]1=[O:28]>CC(=O)CC.[I-].[K+]>[CH2:1]([O:8][C:9]1[CH:10]=[CH:11][C:12]([O:15][CH:23]2[CH2:27][CH2:26][CH2:25][C:24]2=[O:28])=[CH:13][CH:14]=1)[C:2]1[CH:3]=[CH:4][CH:5]=[CH:6][CH:7]=1 |f:1.2.3,6.7|. Procedure details: To a mixture of 4-benzyloxyphenol (5 g, 25 mmol), potassium iodide (125 mg), and potassium carbonate (4.48 g, 32.5 mmol) in 2-butanone (30 ml) was added 2-chlorocyclopentanone (5.9 g, 50 mmol). The mixture was heated at reflux for 5 h, filtered and concentrated in vacuo. The residue was dissolved in diethyl ether and washed successively with 10% aqueous sodium hydroxide, water and brine. After drying over magnesium sulfate, solvents were removed in vacuo and the residue subjected to flash chroma... The reactants are O=C1CCC(=O)N1Br, CC(C)(C)OC(=O)COC1CCCC(Nc2ncnc3oc(-c4ccccc4)cc23)C1, ClC(Cl)(Cl)Cl. Product: CC(C)(C)OC(=O)COC1CCCC(Nc2ncnc3oc(-c4ccccc4)c(Br)c23)C1. Reaction SMILES: [Br:32][N:33]1[C:34](=[O:35])[CH2:36][CH2:37][C:38]1=[O:39].[C:1]([CH3:2])([CH3:3])([CH3:4])[O:5][C:6]([CH2:7][O:8][CH:9]1[CH2:10][CH:11]([NH:15][c:16]2[c:17]3[c:18]([n:19][cH:20][n:21]2)[o:22][c:23](-[c:25]2[cH:26][cH:27][cH:28][cH:29][cH:30]2)[cH:24]3)[CH2:12][CH2:13][CH2:14]1)=[O:31].[C:40]([Cl:41])([Cl:42])([Cl:43])[Cl:44]>>[C:1]([CH3:2])([CH3:3])([CH3:4])[O:5][C:6]([CH2:7][O:8][CH:9]1[CH2:10][CH:11]([NH:15][c:16]2[c:17]3[c:18]([n:19][cH:20][n:21]2)[o:22][c:23](-[c:25]2[cH:26][cH:27][cH:28][cH:29][cH:30]2)[c:24]3[Br:32])[CH2:12][CH2:13][CH2:14]1)=[O:31].